From a dataset of the Open Reaction Database (ORD), a public repository of structured organic reaction records. describe an organic reaction: reactants, conditions, products, and yield Reported procedure: To a solution of {3-[(2-Chloro-3-trifluoromethyl-benzyl)-(2,2-diphenyl-ethyl-amino)]-propoxy}-4-methyl-phenyl carbamic acid tert-butyl ester (0.09 g, 0.14 mmol) and CH2Cl2 (2 mL), TFA (0.20 mL, 1.2 mmol) was added and the reaction mixture was stirred for 1 h. The mixture was then poured into NaHCO3, extracted with CH2Cl2, dried over Na2SO4, filtered, and concentrated to yield the product as a yellow oil (0.03 g, 39%): MS(ES) m/e 553.2 [M+H]+. As a reaction SMILES: C(OC(=O)[N:7]([O:15][CH2:16][CH2:17][CH2:18][N:19]([CH2:34][C:35]1[CH:40]=[CH:39][CH:38]=[C:37]([C:41]([F:44])([F:43])[F:42])[C:36]=1[Cl:45])[CH2:20][CH:21]([C:28]1[CH:33]=[CH:32][CH:31]=[CH:30][CH:29]=1)[C:22]1[CH:27]=[CH:26][CH:25]=[CH:24][CH:23]=1)[C:8]1[CH:13]=[CH:12][C:11]([CH3:14])=[CH:10][CH:9]=1)(C)(C)C.C(O)(C(F)(F)F)=O.C([O-])(O)=O.[Na+]>C(Cl)Cl>[Cl:45][C:36]1[C:37]([C:41]([F:42])([F:43])[F:44])=[CH:38][CH:39]=[CH:40][C:35]=1[CH2:34][N:19]([CH2:20][CH:21]([C:22]1[CH:23]=[CH:24][CH:25]=[CH:26][CH:27]=1)[C:28]1[CH:33]=[CH:32][CH:31]=[CH:30][CH:29]=1)[CH2:18][CH2:17][CH2:16][O:15][NH:7][C:8]1[CH:9]=[CH:10][C:11]([CH3:14])=[CH:12][CH:13]=1 |f:2.3|. Solvent: C(Cl)Cl (CH2Cl2). Starting materials: C(C)(C)(C)OC(N(C1=CC=C(C=C1)C)OCCCN(CC(C1=CC=CC=C1)C1=CC=CC=C1)CC1=C(C(=CC=C1)C(F)(F)F)Cl)=O ({3-[(2-Chloro-3-trifluoromethyl-benzyl)-(2,2-diphenyl-ethyl-amino)]-propoxy}-4-methyl-phenyl carbamic acid tert-butyl ester), C(=O)(C(F)(F)F)O (TFA), C(=O)(O)[O-].[Na+] (NaHCO3). Conditions: time 1 hour. The yield is 38.7%. The product is ClC1=C(CN(CCCONC2=CC=C(C=C2)C)CC(C2=CC=CC=C2)C2=CC=CC=C2)C=CC=C1C(F)(F)F ({3-[(2-Chloro-3-trifluoromethyl-benzyl)-(2,2-diphenyl-ethyl-amino)]-propoxy}-4-methyl-phenylamine). The reactants are COC1(CCC(CC1)(C1=CC(=C(C=C1)OC)OC1CCCC1)C#N)OC (4-cyano-4-(3-cyclopentyloxy-4-methoxyphenyl)cyclohexan-1-one dimethyl ketal), C([O-])([O-])=O.[K+].[K+] (potassium carbonate), OO (hydrogen peroxide). The solvent is CO (methanol), O (water), [Cl-].[Na+].O (brine). Yields the product COC1(CCC(CC1)(C1=CC(=C(C=C1)OC)OC1CCCC1)C(=O)N)OC (4-Aminocarbonyl-4-(3-cyclopentyloxy-4-methoxyphenyl)cyclohexan-1-one dimethyl ketal). The yield is 15.3%. RXN SMILES: [CH3:1][O:2][C:3]1([O:25][CH3:26])[CH2:8][CH2:7][C:6]([C:23]#[N:24])([C:9]2[CH:14]=[CH:13][C:12]([O:15][CH3:16])=[C:11]([O:17][CH:18]3[CH2:22][CH2:21][CH2:20][CH2:19]3)[CH:10]=2)[CH2:5][CH2:4]1.C(=O)([O-])[O-:28].[K+].[K+].OO>CO.O.[Cl-].[Na+].O>[CH3:26][O:25][C:3]1([O:2][CH3:1])[CH2:8][CH2:7][C:6]([C:23]([NH2:24])=[O:28])([C:9]2[CH:14]=[CH:13][C:12]([O:15][CH3:16])=[C:11]([O:17][CH:18]3[CH2:22][CH2:21][CH2:20][CH2:19]3)[CH:10]=2)[CH2:5][CH2:4]1 |f:1.2.3,7.8.9|. Reported procedure: A solution of 4-cyano-4-(3-cyclopentyloxy-4-methoxyphenyl)cyclohexan-1-one dimethyl ketal (0.34 g, 0.95 mmol) and powdered potassium carbonate (0.7 g, 5.1 mmol) in methanol (20 mL) and water (4 mL) at 0° C. was treated with hydrogen peroxide (30% solution, 2.55 mL). The mixture was allowed to warm to room temperature and, after seven days, brine was added and the mixture was extracted with methylene chloride. The organic extract was washed twice with brine, dried (potassium carbonate) and the so...